Dataset: the Open Reaction Database (ORD), a public repository of structured organic reaction records. Task: describe an organic reaction: reactants, conditions, products, and yield The reactants are C1(=CC=CC=C1)C=1SC=C(N1)C(=O)N1CCN(CC1)C(=O)OC(C)(C)C (tert-butyl 4-(2-phenylthiazole-4-carbonyl)piperazine-1-carboxylate), FC(C(=O)[O-])(F)F (trifluoroacetate). Product: OC(=O)C(F)(F)F.C1(=CC=CC=C1)C=1SC=C(N1)C(=O)N1CCNCC1 ((2-Phenylthiazol-4-yl)(piperazin-1-yl)methanone TFA Salt). RXN SMILES: [C:1]1([C:7]2[S:8][CH:9]=[C:10]([C:12]([N:14]3[CH2:19][CH2:18][N:17](C(OC(C)(C)C)=O)[CH2:16][CH2:15]3)=[O:13])[N:11]=2)[CH:6]=[CH:5][CH:4]=[CH:3][CH:2]=1.[F:27][C:28]([F:33])([F:32])[C:29]([O-:31])=[O:30]>>[OH:31][C:29]([C:28]([F:33])([F:32])[F:27])=[O:30].[C:1]1([C:7]2[S:8][CH:9]=[C:10]([C:12]([N:14]3[CH2:19][CH2:18][NH:17][CH2:16][CH2:15]3)=[O:13])[N:11]=2)[CH:2]=[CH:3][CH:4]=[CH:5][CH:6]=1 |f:2.3|. Procedure details: This compound was synthesized from tert-butyl 4-(2-phenylthiazole-4-carbonyl)piperazine-1-carboxylate as described for example 46 step 4 (300 mg, crude) as trifluoroacetate salt and it was taken as such for the next step. MS (ESI) m/z: Calculated for C14H15N3OS: 273.09. found: 274.0 (M+H)+